This data is from the Open Reaction Database (ORD), a public repository of structured organic reaction records. The task is: describe an organic reaction: reactants, conditions, products, and yield Starting materials: CC1CC(C#N)(c2cccc(Br)c2F)CCO1, CC(=O)Sc1cnc(Oc2ccnn2C)c(Cl)c1, CC(=O)[O-], CC(=O)[O-], C1COCCO1, [Pd+2]. Yields the product CC1CC(C#N)(c2cccc(Sc3cnc(Oc4ccnn4C)c(Cl)c3)c2F)CCO1. As a reaction SMILES: [Br:1][c:2]1[c:3]([F:17])[c:4]([C:8]2([C:15]#[N:16])[CH2:9][CH:10]([CH3:14])[O:11][CH2:12][CH2:13]2)[cH:5][cH:6][cH:7]1.[C:18](=[O:19])([S:20][c:21]1[cH:22][n:23][c:24]([O:28][c:29]2[cH:30][cH:31][n:32][n:33]2[CH3:34])[c:25]([Cl:27])[cH:26]1)[CH3:35].[O-:37][C:38]([CH3:39])=[O:40].[O-:41][C:42]([CH3:43])=[O:44].[O:45]1[CH2:46][CH2:47][O:48][CH2:49][CH2:50]1.[Pd+2:36]>>[c:2]1([S:20][c:21]2[cH:22][n:23][c:24]([O:28][c:29]3[cH:30][cH:31][n:32][n:33]3[CH3:34])[c:25]([Cl:27])[cH:26]2)[c:3]([F:17])[c:4]([C:8]2([C:15]#[N:16])[CH2:9][CH:10]([CH3:14])[O:11][CH2:12][CH2:13]2)[cH:5][cH:6][cH:7]1. Starting materials: BrCc1ccc(Br)cc1, CC(C)COC1=CC(=O)CC1, CC(C)[N-]C(C)C, [Li+], C1CCOC1. Yields the product CC(C)COC1=CC(=O)C(Cc2ccc(Br)cc2)C1. Reaction SMILES: [Br:20][c:21]1[cH:22][cH:23][c:24]([CH2:27][Br:28])[cH:25][cH:26]1.[CH2:1]([CH:2]([CH3:3])[CH3:4])[O:5][C:6]1=[CH:7][C:8](=[O:11])[CH2:9][CH2:10]1.[CH:12]([N-:13][CH:14]([CH3:15])[CH3:16])([CH3:17])[CH3:18].[Li+:19].[O:29]1[CH2:30][CH2:31][CH2:32][CH2:33]1>>[CH2:1]([CH:2]([CH3:3])[CH3:4])[O:5][C:6]1=[CH:7][C:8](=[O:11])[CH:9]([CH2:27][c:24]2[cH:23][cH:22][c:21]([Br:20])[cH:26][cH:25]2)[CH2:10]1. Starting materials: CC(C)(C)O, CCCCCC, O=C(O)C(F)(F)F, O=C(O)c1ccc(O)cc1O, O=S(=O)(O)O. Yields the product CC(C)(C)c1cc(C(=O)O)c(O)cc1O. Reaction SMILES: [CH3:1][C:2]([CH3:3])([CH3:4])[OH:5].[CH3:29][CH2:30][CH2:31][CH2:32][CH2:33][CH3:34].[OH:17][C:18]([C:19]([F:20])([F:21])[F:22])=[O:23].[OH:6][c:7]1[c:8]([C:9](=[O:10])[OH:11])[cH:12][cH:13][c:14]([OH:16])[cH:15]1.[S:24](=[O:25])(=[O:26])([OH:27])[OH:28]>>[CH3:1][C:2]([CH3:3])([CH3:4])[c:13]1[cH:12][c:8]([C:9](=[O:10])[OH:11])[c:7]([OH:6])[cH:15][c:14]1[OH:16]. Reactants: COC(=O)c1ccc2[nH]c(O)c(-c3cc(C#N)ccn3)c2c1, COCCN. Yields the product COCCNC(=O)c1ccc2[nH]c(O)c(-c3cc(C#N)ccn3)c2c1. RXN SMILES: [C:1](#[N:2])[c:3]1[cH:4][c:5](-[c:9]2[c:10]([OH:22])[nH:11][c:12]3[cH:13][cH:14][c:15]([C:18]([O:20][CH3:19])=[O:21])[cH:16][c:17]23)[n:6][cH:7][cH:8]1.[CH3:23][O:24][CH2:25][CH2:26][NH2:27]>>[C:1](#[N:2])[c:3]1[cH:4][c:5](-[c:9]2[c:10]([OH:22])[nH:11][c:12]3[cH:13][cH:14][c:15]([C:18](=[O:20])[NH:27][CH2:26][CH2:25][O:24][CH3:23])[cH:16][c:17]23)[n:6][cH:7][cH:8]1.